Dataset: the Open Reaction Database (ORD), a public repository of structured organic reaction records. Task: describe an organic reaction: reactants, conditions, products, and yield Starting materials: methyl ester, N[C@@H](CC(C)C)C(=O)O (leucine), CCC(=O)OC(CC(=O)[O-])C[N+](C)(C)C (propionyl carnitine), C1(CCCCC1)N=C=NC1CCCCC1 (dicyclohexyl carbodiimide), Cl.N[C@@H](CC(C)C)C(=O)OC (methyl leucinate hydrochloride). Run in CC(=O)C (acetone), CC(=O)C (acetone), N1=CC=CC=C1 (pyridine). Yields the product C(=O)(NC1CCCCC1)NC1CCCCC1 (dicyclohexylurea). RXN SMILES: Cl.N[C@H](C(OC)=[O:9])CC(C)C.N[C@H](C(O)=O)CC(C)C.CCC(OC(C[N+](C)(C)C)CC([O-])=O)=O.[CH:36]1([N:42]=[C:43]=[N:44][CH:45]2[CH2:50][CH2:49][CH2:48][CH2:47][CH2:46]2)[CH2:41][CH2:40][CH2:39][CH2:38][CH2:37]1>CC(C)=O.N1C=CC=CC=1>[C:43]([NH:42][CH:36]1[CH2:37][CH2:38][CH2:39][CH2:40][CH2:41]1)([NH:44][CH:45]1[CH2:50][CH2:49][CH2:48][CH2:47][CH2:46]1)=[O:9] |f:0.1|. Reported procedure: To 1.82 grams (0.01 moles) of methyl leucinate hydrochloride 0.8 cc (0.01 moles) of pyridine in 15 cc of acetone were added. Pyridine hydrochloride precipitated, which was filtered off. To the methyl ester of leucine free base was added an aqueous solution of 2.54 grams (0.01 moles) of propionyl carnitine in 3.5 cc. Then, 4.12 grams of dicyclohexyl carbodiimide dissolved in 5 cc of acetone were slowly added under stirring to the solution. A precipitate of dicyclohexylurea formed which after 16 h... Starting materials: C1=CCN(Cc2ccccc2)C1, CC(C)=O, O, O, O, O=C(OO)c1cccc(Cl)c1, Cc1cc(C)c(S(=O)(=O)O)c(C)c1. The product is c1ccc(CN2CC3OC3C2)cc1. Reaction SMILES: [CH2:1]([c:2]1[cH:3][cH:4][cH:5][cH:6][cH:7]1)[N:8]1[CH2:9][CH:10]=[CH:11][CH2:12]1.[CH3:40][C:41](=[O:42])[CH3:43].[OH2:13].[OH2:14].[OH2:28].[OH:29][O:30][C:31]([c:32]1[cH:33][c:34]([Cl:35])[cH:36][cH:37][cH:38]1)=[O:39].[c:15]1([CH3:16])[cH:17][c:18]([CH3:19])[cH:20][c:21]([CH3:22])[c:23]1[S:25](=[O:24])([OH:26])=[O:27]>>[CH2:1]([c:2]1[cH:3][cH:4][cH:5][cH:6][cH:7]1)[N:8]1[CH2:9][CH:10]2[CH:11]([CH2:12]1)[O:24]2. The reactants are BrC=1C=CC(=NC1)C(C)(C)O (2-(5-bromopyridin-2-yl)propan-2-ol), N1=C(C=CC=C1C)C (2,6-lutidine), [Si](C)(C)(C(C)(C)C)OS(=O)(=O)C(F)(F)F (TBSOTf). The solvent is O (water), C(Cl)Cl (CH2Cl2). Conditions: time 2 hour. Yields the product BrC=1C=CC(=NC1)C(C)(C)O[Si](C)(C)C(C)(C)C (5-Bromo-2-(1-{[tert-butyl(dimethyl)silyl]oxy}-1-methylethyl)pyri dine). RXN SMILES: [Br:1][C:2]1[CH:3]=[CH:4][C:5]([C:8]([OH:11])([CH3:10])[CH3:9])=[N:6][CH:7]=1.N1C(C)=CC=CC=1C.[Si:20](OS(C(F)(F)F)(=O)=O)([C:23]([CH3:26])([CH3:25])[CH3:24])([CH3:22])[CH3:21]>C(Cl)Cl.O>[Br:1][C:2]1[CH:3]=[CH:4][C:5]([C:8]([O:11][Si:20]([C:23]([CH3:26])([CH3:25])[CH3:24])([CH3:22])[CH3:21])([CH3:9])[CH3:10])=[N:6][CH:7]=1. Procedure: To a solution of 2-(5-bromopyridin-2-yl)propan-2-ol (1.20 g, 5.55 mmol, prepared according to the method in Tetrahedron Lett. 2000, 41, 4335) and 2,6-lutidine (1.29 mL, 11.11 mmol) in CH2Cl2 (12 mL) was added TBSOTf (1.91 mL, 8.33 mmol). After stirring at room temperature for 2 h, the reaction was diluted with water and extracted with CH2Cl2 (2×). The combined organic layers were dried (MgSO4), filtered, and evaporated. The crude residue was purified on silica gel (0-10% EtOAc/hexanes) which aff...